From a dataset of the Open Reaction Database (ORD), a public repository of structured organic reaction records. describe an organic reaction: reactants, conditions, products, and yield The reactants are FC1=CC=C(C(=O)N2C(=NC(=C2C)C)C=C(C2=CC=C(C=C2)F)C2=C(C(=O)[O-])C=CC(=C2)F)C=C1 (2-[1-(4-Fluorobenzoyl)-4,5-dimethyl-1H-imidazol-2-yl]-1-(4-fluorophenyl)-ethenyl4-fluorobenzoate), Cl (hydrochloric acid), O (water). Yields the product Cl.CC=1N=C(NC1C)CC(=O)C1=CC=C(C=C1)F (2-(4,5-Dimethyl-1H-imidazol-2-yl)-1-(4-fluorophenyl)ethanone hydrochloride). Isolated yield 10.0%. Reaction SMILES: FC1C=CC(C([N:8]2[C:12]([CH3:13])=[C:11]([CH3:14])[N:10]=[C:9]2[CH:15]=[C:16](C2C=C(F)C=CC=2C([O-])=O)[C:17]2[CH:22]=[CH:21][C:20]([F:23])=[CH:19][CH:18]=2)=O)=CC=1.[OH2:36].[ClH:37]>>[ClH:37].[CH3:13][C:12]1[N:8]=[C:9]([CH2:15][C:16]([C:17]2[CH:22]=[CH:21][C:20]([F:23])=[CH:19][CH:18]=2)=[O:36])[NH:10][C:11]=1[CH3:14] |f:3.4|. Procedure: 12.97 g crude compound of Example III are refluxed 1.5 h in 200 ml concentrated hydrochloric acid. The mixture is cooled to rT and 200 mL water are added. The solution is extracted twice with toluene and the aqueous phase is concentrated under vacuum. The residue is stirred with ethanol, filtered, washed once with ethyl acetate and once with petrol ether and dried to yield 0.74 g (10% of th.) 2-(4,5-Dimethyl-1H-imidazol-2-yl)-1-(4-fluorophenyl)ethanone hydrochloride. Reactants: BrC1=C(C=CC=C1)SCC(=O)N(NC(C1=CC=CC=C1)=O)C(C)C (benzoic acid N′-[2-(2-bromo-phenylsulfanyl)-acetyl]-N′-isopropyl-hydrazide), C(=O)([O-])[O-].[Na+].[Na+] (Na2CO3), COC=1C=C(C=CC1)B(O)O (3-methoxyphenylboronic acid), Pd[PPh3]4. Run in COCCOC (DME). Yields the product COC=1C=C(C=CC1)C1=C(C=CC=C1)SCC(=O)N(NC(C1=CC=CC=C1)=O)C(C)C (benzoic acid N′-[2-(3′-methoxy-biphenyl-2-ylsulfanyl)-acetyl]-N′-isopropyl-hydrazide). Yield: 54.3%. RXN SMILES: Br[C:2]1[CH:7]=[CH:6][CH:5]=[CH:4][C:3]=1[S:8][CH2:9][C:10]([N:12]([CH:22]([CH3:24])[CH3:23])[NH:13][C:14](=[O:21])[C:15]1[CH:20]=[CH:19][CH:18]=[CH:17][CH:16]=1)=[O:11].C([O-])([O-])=O.[Na+].[Na+].[CH3:31][O:32][C:33]1[CH:34]=[C:35](B(O)O)[CH:36]=[CH:37][CH:38]=1>COCCOC>[CH3:31][O:32][C:33]1[CH:38]=[C:37]([C:2]2[CH:7]=[CH:6][CH:5]=[CH:4][C:3]=2[S:8][CH2:9][C:10]([N:12]([CH:22]([CH3:24])[CH3:23])[NH:13][C:14](=[O:21])[C:15]2[CH:20]=[CH:19][CH:18]=[CH:17][CH:16]=2)=[O:11])[CH:36]=[CH:35][CH:34]=1 |f:1.2.3|. Reported procedure: A solution of benzoic acid N′-[2-(2-bromo-phenylsulfanyl)-acetyl]-N′-isopropyl-hydrazide (100 mg, 0.246 mmol) in DME (5 ml)/2M Na2CO3 (0.430 ml, 0.86 mmoles) was treated with 3-methoxyphenylboronic acid (75 mg, 0.491 mmol) and Pd[PPh3]4 (29 mg, 0.025 mmol) for 18 hours at 90° C. The reaction mixture was partitioned between water and DCM. The organic layer was washed with brine, dried over sodium sulfate, filtered, and concentrated. The crude was adsorbed on silica and purified on a silica gel co... Reactants: ClC=1C=C(C=CC1)[C@H]1C[C@](C(N([C@@H]1C1=CC=C(C=C1)Cl)[C@H](CS(=O)(=O)O)CC)=O)(C)CC(=O)OC ((S)-2-((3R,5R,6S)-5-(3-Chlorophenyl)-6-(4-chlorophenyl)-3-(2-methoxy-2-oxoethyl)-3-methyl-2-oxopiperidin-1-yl)butane-1-sulfonic acid), C(C(=O)Cl)(=O)Cl (oxalyl chloride), O1CC(C1)N (3-oxetanamine), C(C)(C)N(C(C)C)CC (N,N-diisopropylethylamine). Reagents/catalysts: CN(C)C=O (DMF). Run in ClCCl (dichloromethane). Run at time 3.5 hour. The product is ClC=1C=C(C=CC1)[C@H]1C[C@](C(N([C@@H]1C1=CC=C(C=C1)Cl)[C@H](CS(NC1COC1)(=O)=O)CC)=O)(C)CC(=O)OC (Methyl 2-((3R,5R,6S)-5-(3-chlorophenyl)-6-(4-chlorophenyl)-3-methyl-1-((S)-1-(N-(oxetan-3-yl)sulfamoyl)butan-2-yl)-2-oxopiperidin-3-yl)acetate). RXN SMILES: [Cl:1][C:2]1[CH:3]=[C:4]([C@@H:8]2[C@@H:13]([C:14]3[CH:19]=[CH:18][C:17]([Cl:20])=[CH:16][CH:15]=3)[N:12]([C@@H:21]([CH2:27][CH3:28])[CH2:22][S:23](O)(=[O:25])=[O:24])[C:11](=[O:29])[C@:10]([CH2:31][C:32]([O:34][CH3:35])=[O:33])([CH3:30])[CH2:9]2)[CH:5]=[CH:6][CH:7]=1.C(Cl)(=O)C(Cl)=O.[O:42]1[CH2:45][CH:44]([NH2:46])[CH2:43]1.C(N(CC)C(C)C)(C)C>ClCCl.CN(C=O)C>[Cl:1][C:2]1[CH:3]=[C:4]([C@@H:8]2[C@@H:13]([C:14]3[CH:19]=[CH:18][C:17]([Cl:20])=[CH:16][CH:15]=3)[N:12]([C@@H:21]([CH2:27][CH3:28])[CH2:22][S:23](=[O:24])(=[O:25])[NH:46][CH:44]3[CH2:45][O:42][CH2:43]3)[C:11](=[O:29])[C@:10]([CH2:31][C:32]([O:34][CH3:35])=[O:33])([CH3:30])[CH2:9]2)[CH:5]=[CH:6][CH:7]=1. Reported procedure: To a solution of (S)-2-((3R,5R,6S)-5-(3-chlorophenyl)-6-(4-chlorophenyl)-3-(2-methoxy-2-oxoethyl)-3-methyl-2-oxopiperidin-1-yl)butane-1-sulfonic acid (189.8 mg, 0.35 mmol; Example 372, Step B) in dichloromethane (5.0 mL) was added oxalyl chloride (0.061 mL, 0.70 mmol), followed by DMF (2 drops). The reaction was stirred at room temperature for 3.5 hours, then concentrated in vacuo. The sulfonyl chloride intermediate was dissolved in dichloromethane (5.0 mL), then treated with 3-oxetanamine (50.0... Reactants: S1C2=C(C=C1C1=CC=C(OCCN3CCCC3)C=C1)C=CC=C2 (1-[2-[4-(benzo[b]thiophen-2-yl)phenoxy]ethyl]pyrrolidine), BrC1=CC=C(C(=O)Cl)C=C1 (4-bromobenzoyl chloride), C(=O)(O)[O-].[Na+] (NaHCO3). The reagents and catalysts are Cl[Ti](Cl)(Cl)Cl (TiCl4). Run in ClCCl (dichloromethane). Conditions: time 4 hour. Product: N1(CCCC1)CCOC1=CC=C(C=C1)C1=C(C2=C(S1)C=CC=C2)C(=O)C2=CC=C(C=C2)Br (4-Bromophenyl 2-[4-[2-(1-Pyrrolidinyl)ethoxy]phenyl]benzo[b]thiophen-3-yl Ketone). Yield: 92.8%. Reaction SMILES: [S:1]1[C:5]([C:6]2[CH:19]=[CH:18][C:9]([O:10][CH2:11][CH2:12][N:13]3[CH2:17][CH2:16][CH2:15][CH2:14]3)=[CH:8][CH:7]=2)=[CH:4][C:3]2[CH:20]=[CH:21][CH:22]=[CH:23][C:2]1=2.[Br:24][C:25]1[CH:33]=[CH:32][C:28]([C:29](Cl)=[O:30])=[CH:27][CH:26]=1.C([O-])(O)=O.[Na+]>ClCCl.Cl[Ti](Cl)(Cl)Cl>[N:13]1([CH2:12][CH2:11][O:10][C:9]2[CH:18]=[CH:19][C:6]([C:5]3[S:1][C:2]4[CH:23]=[CH:22][CH:21]=[CH:20][C:3]=4[C:4]=3[C:29]([C:28]3[CH:32]=[CH:33][C:25]([Br:24])=[CH:26][CH:27]=3)=[O:30])=[CH:7][CH:8]=2)[CH2:17][CH2:16][CH2:15][CH2:14]1 |f:2.3|. Procedure details: To a solution of 1-[2-[4-(benzo[b]thiophen-2-yl)phenoxy]ethyl]pyrrolidine (650 mg, 2.0 mmol) and 4-bromobenzoyl chloride (657 mg, 1.5 equiv) in dichloromethane (25 mL) at 0° C. in dark was added TiCl4 (1.0 mL, neat) slowly under argon. The resulting mixture was stirred at ambient temperature for 4 h before being transferred carefully to a stirring solution of saturated aqueous NaHCO3 (100 mL). After stirring for 30 min, the mixture was extracted with CH2Cl2 (3×100 mL). The combined organic layer... Starting materials: C([O-])(O)=O.[Na+] (sodium bicarbonate), NC1=NC=CC=C1F (2-Amino-3-fluoropyridine), BrCC=O (bromoacetaldehyde), C(C)OC(CBr)OCC (bromoacetaldehyde diethylacetal), Br (hydrogen bromide). The solvent is O (water). Yields the product FC=1C=2N(C=CC1)C=CN2 (8-Fluoroimidazo[1,2-a]pyridine). Reaction SMILES: [NH2:1][C:2]1[C:7]([F:8])=[CH:6][CH:5]=[CH:4][N:3]=1.Br[CH2:10][CH:11]=O.C(OC(OCC)CBr)C.Br.C(=O)(O)[O-].[Na+]>O>[F:8][C:7]1[C:2]2[N:3]([CH:10]=[CH:11][N:1]=2)[CH:4]=[CH:5][CH:6]=1 |f:4.5|. Reported procedure: 2-Amino-3-fluoropyridine (21.1 g) is added to a solution of bromoacetaldehyde prepared from 74 g of bromoacetaldehyde diethylacetal, 18.5 ml of aqueous hydrogen bromide solution and 18.5 ml of water and made to react in the presence of sodium bicarbonate in aqueous ethanolic solution giving 12 g of the above-identified compound, bp. 91°-100° C./1-1.5 mmHg, which solidifies at room temperature. Reactants: FC1=C(C=C(C=C1)N=C=O)[N+](=O)[O-] (4-Fluoro-3-nitrophenyl isocyanate), COC(CNC1=CC=C(C=C1)OC1=CC=CC=C1)OC ((2,2-dimethoxyethyl)-(4-phenoxyphenyl)amine), FC1=C(C=C(C=C1)N=C=O)[N+](=O)[O-] (4-fluoro-3-nitrophenyl isocyanate). The solvent is C(Cl)(Cl)Cl (chloroform). Run at temperature 70 celsius, time 2 hour. Yields the product FC1=C(C=C(C=C1)N1C(N(C=C1)C1=CC=C(C=C1)OC1=CC=CC=C1)=O)[N+](=O)[O-] (1-(4-Fluoro-3-nitrophenyl)-3-(4-phenoxyphenyl)-1,3-dihydroimidazol-2-one). RXN SMILES: [F:1][C:2]1[CH:7]=[CH:6][C:5]([N:8]=[C:9]=[O:10])=[CH:4][C:3]=1[N+:11]([O-:13])=[O:12].CO[CH:16](OC)[CH2:17][NH:18][C:19]1[CH:24]=[CH:23][C:22]([O:25][C:26]2[CH:31]=[CH:30][CH:29]=[CH:28][CH:27]=2)=[CH:21][CH:20]=1>C(Cl)(Cl)Cl>[F:1][C:2]1[CH:7]=[CH:6][C:5]([N:8]2[CH:16]=[CH:17][N:18]([C:19]3[CH:24]=[CH:23][C:22]([O:25][C:26]4[CH:31]=[CH:30][CH:29]=[CH:28][CH:27]=4)=[CH:21][CH:20]=3)[C:9]2=[O:10])=[CH:4][C:3]=1[N+:11]([O-:13])=[O:12]. Procedure details: 4-Fluoro-3-nitrophenyl isocyanate (0.45 ml) was added to a solution of (2,2-dimethoxyethyl)-(4-phenoxyphenyl)amine (750 mg) in chloroform (10 ml). The reaction was shaken at 70° C. for 2 hours. A second portion of 4-fluoro-3-nitrophenyl isocyanate (0.45 ml) was added. After 16 hours at 70° C., volatiles were removed and TFA.(10 ml) was added. After shaking for 16 hours, volatiles were removed and the residue was purified by chromatography on silica gel (eluent: dichloromethane/hexane 8:1). The p... As a reaction SMILES: [Cl-].[Cl-].[Cl-].[Al+3].[F:5][C:6]1[CH:11]=[CH:10][C:9]([O:12][C:13](=[O:18])[CH:14]=[C:15]([CH3:17])[CH3:16])=[CH:8][CH:7]=1>C(=S)=S>[F:5][C:6]1[CH:7]=[C:8]2[C:9](=[CH:10][CH:11]=1)[O:12][C:13](=[O:18])[CH2:14][C:15]2([CH3:16])[CH3:17] |f:0.1.2.3|. Yield: 77.2%. Procedure details: To a stirred suspension of aluminum trichloride (18.0 g) in carbon disulfide (30 mL) was added dimethylacrylate 4-fluorophenyl ester (18.0 g, 92.7 mmol) dropwise over a 0.5 hour period. The reaction mixture was stirred at room temperature for 14.0 hours. The reaction was poured onto ice and extracted with ethyl acetate-hexanes (1:10, 200 mL). The organic phase was washed with saturated sodium bicarbonate, dried over anhydrous sodium sulfate, and evaporated in vacuo. Trituration of the residue wi... Product: FC=1C=C2C(CC(OC2=CC1)=O)(C)C (6-fluoro-4,4-dimethylchroman-2-one). Solvent: C(=S)=S (carbon disulfide). The reactants are [Cl-].[Cl-].[Cl-].[Al+3] (aluminum trichloride), FC1=CC=C(C=C1)OC(C=C(C)C)=O (dimethylacrylate 4-fluorophenyl ester). Run at time 14 hour. The reactants are CC(=O)OCC1=C(N2[C@@H]([C@@H](C2=O)N)SC1)C(=O)O (7-amino-cephalosporanic acid), B(F)(F)F (boron trifluoride), C(CC)O (propanol). Solvent: C(C)N(CC)CC (triethylamine). Product: C(CC)OCC=1CS[C@H]2N(C1C(=O)O)C(C2N)=O (3-propoxymethyl-7-amino-ceph-3-eme-4-carboxylic acid). As a reaction SMILES: [CH3:1][C:2]([O:4][CH2:5][C:6]1[CH2:15][S:14][C@@H:9]2[C@H:10]([NH2:13])[C:11](=[O:12])[N:8]2[C:7]=1[C:16]([OH:18])=[O:17])=O.B(F)(F)F.[CH2:23](O)CC>C(N(CC)CC)C>[CH2:2]([O:4][CH2:5][C:6]1[CH2:15][S:14][C@@H:9]2[CH:10]([NH2:13])[C:11](=[O:12])[N:8]2[C:7]=1[C:16]([OH:18])=[O:17])[CH2:1][CH3:23]. Procedure: Using the procedure of Step A of Example 8, 27.2 g of 7-amino-cephalosporanic acid, 170 ml of the etherate of of boron trifluoride, 131 ml of propanol and 128 ml of triethylamine were reacted to obtain 17.4 g of raw product which was purified with hot hydrochloric acid and ammonium hydroxide to obtain 7.45 g of 3-propoxymethyl-7-amino-ceph-3-eme-4-carboxylic acid.